The task is: describe an organic reaction: reactants, conditions, products, and yield. This data is from the Open Reaction Database (ORD), a public repository of structured organic reaction records. The reactants are BrC=1C=CC(=NC1)[N+](=O)[O-] (5-bromo-2-nitropyridine), CN1CCNCC1 (1-methylpiperazine). The solvent is O (water). Run at temperature 80 celsius. The product is CN1CCN(CC1)C=1C=NC(=CC1)[N+](=O)[O-] (1-Methyl-4-(6-nitro-pyridin-3-yl)-piperazine). Reaction SMILES: Br[C:2]1[CH:3]=[CH:4][C:5]([N+:8]([O-:10])=[O:9])=[N:6][CH:7]=1.[CH3:11][N:12]1[CH2:17][CH2:16][NH:15][CH2:14][CH2:13]1>O>[CH3:11][N:12]1[CH2:17][CH2:16][N:15]([C:2]2[CH:7]=[N:6][C:5]([N+:8]([O-:10])=[O:9])=[CH:4][CH:3]=2)[CH2:14][CH2:13]1. Procedure: A mixture of 5-bromo-2-nitropyridine (500 mg, 2.46 mmol) and 1-methylpiperazine (1 mL) is heated at 80° C. for 2 hour. Then water is added. The aqueous layer is extracted with EtOAc, and the organic extracts were washed with brine, dried over Na2SO4, filtered and concentrated under reduced pressure. The crude product is purified by column chromatography (SiO2, MeOH:CH2Cl2=0.7:99.3 to 6:93) to give 520 mg of the title compound as yellow solid. Starting materials: C[Si](C)(C)[N-][Si](C)(C)C.[Li+] (Lithium bis(trimethylsilyl)amide), C(C1=CC=CC=C1)OC(CN=C(C1=CC=CC=C1)C1=CC=CC=C1)=O (N-(diphenylmethylene)glycine benzyl ester), C(CC)(=O)Cl (Propionyl chloride). Solvent: O1CCCC1 (tetrahydrofuran), O1CCCC1 (tetrahydrofuran). Reaction conditions: time 1 hour. The product is Cl.C(C1=CC=CC=C1)OC(C(C(CC)=O)N)=O (2-amino-4-methyl-3-oxo-butanoic acid benzyl ester hydrochloride salt). RXN SMILES: C[Si]([N-][Si](C)(C)C)(C)C.[Li+].[CH2:11]([O:18][C:19](=[O:35])[CH2:20][N:21]=C(C1C=CC=CC=1)C1C=CC=CC=1)[C:12]1[CH:17]=[CH:16][CH:15]=[CH:14][CH:13]=1.[C:36]([Cl:40])(=[O:39])[CH2:37][CH3:38]>O1CCCC1>[ClH:40].[CH2:11]([O:18][C:19](=[O:35])[CH:20]([NH2:21])[C:36](=[O:39])[CH2:37][CH3:38])[C:12]1[CH:13]=[CH:14][CH:15]=[CH:16][CH:17]=1 |f:0.1,5.6|. Procedure details: Lithium bis(trimethylsilyl)amide (1M in THF, 10.5 mL, 10.5 mmol) was added to N-(diphenylmethylene)glycine benzyl ester (3.28 g, 10 mmol) in tetrahydrofuran (10 mL) at −78° C. under argon. The reaction mixture was stirred at this temperature for about 1 hr. Propionyl chloride (0.913 mL, 10.5 mmol) in tetrahydrofuran (5 mL) was slowly added into the above mixture and stirred for 30 minutes. The reaction mixture was warmed up to room temperature and let stir overnight. After the completion of the ... Starting materials: FC=1C=CC(=C(C1)NC(C(C)(C)C)=O)C1=NC=CC=C1 (N-(5-fluoro-2-(pyridin-2-yl)phenyl)pivalamide), C1CC(=O)N(C1=O)Br (NBS), ice. Run in C(C)(=O)O (acetic acid). Reaction conditions: temperature 50 celsius, time 1 hour. Product: BrC1=CC(=C(C=C1F)NC(C(C)(C)C)=O)C1=NC=CC=C1 (N-(4-bromo-5-fluoro-2-(pyridin-2-yl)phenyl)pivalamide), solid. Isolated yield 72.0%. Reaction SMILES: [F:1][C:2]1[CH:3]=[CH:4][C:5]([C:15]2[CH:20]=[CH:19][CH:18]=[CH:17][N:16]=2)=[C:6]([NH:8][C:9](=[O:14])[C:10]([CH3:13])([CH3:12])[CH3:11])[CH:7]=1.C1C(=O)N([Br:28])C(=O)C1>C(O)(=O)C>[Br:28][C:3]1[C:2]([F:1])=[CH:7][C:6]([NH:8][C:9](=[O:14])[C:10]([CH3:13])([CH3:11])[CH3:12])=[C:5]([C:15]2[CH:20]=[CH:19][CH:18]=[CH:17][N:16]=2)[CH:4]=1. Procedure: To a solution of N-(5-fluoro-2-(pyridin-2-yl)phenyl)pivalamide (19.0 g, 69.83 mmol) in acetic acid (140.0 mL) was added NBS (24.86 g, 139.66 mmol) at 0° C. The resulted mixture was stirred at 50° C. for 1 h. After completion of reaction (by TLC), the mixture was poured onto 100 mL of crushed ice and extracted with EtOAc (3×100 mL). The combined organic layer was washed with brine, dried over anhydrous Na2SO4 and solvent evaporated under reduced pressure. The crude residue was purified over 100-2... Starting materials: [BH4-], [Cl-], CCOC(=O)c1cnc2c(NC(=O)c3c(Cl)cccc3Cl)cccc2c1OCC, [Li+], [NH4+], C1CCOC1. The product is CCOc1c(CO)cnc2c(NC(=O)c3c(Cl)cccc3Cl)cccc12. RXN SMILES: [BH4-:30].[Cl-:32].[Cl:1][c:2]1[c:3]([C:4](=[O:5])[NH:6][c:7]2[cH:8][cH:9][cH:10][c:11]3[c:12]([O:22][CH2:23][CH3:24])[c:13]([C:17](=[O:18])[O:19][CH2:20][CH3:21])[cH:14][n:15][c:16]23)[c:25]([Cl:29])[cH:26][cH:27][cH:28]1.[Li+:31].[NH4+:33].[O:34]1[CH2:35][CH2:36][CH2:37][CH2:38]1>>[Cl:1][c:2]1[c:3]([C:4](=[O:5])[NH:6][c:7]2[cH:8][cH:9][cH:10][c:11]3[c:12]([O:22][CH2:23][CH3:24])[c:13]([CH2:17][OH:18])[cH:14][n:15][c:16]23)[c:25]([Cl:29])[cH:26][cH:27][cH:28]1.